Dataset: the Open Reaction Database (ORD), a public repository of structured organic reaction records. Task: describe an organic reaction: reactants, conditions, products, and yield Starting materials: C1CCOC1, COC(=O)CSc1cnc(NC(=O)N(CC(C)(C)c2ccccc2)C2CCC(C)CC2)s1, [Li+], [OH-], O, O. Product: CC1CCC(N(CC(C)(C)c2ccccc2)C(=O)Nc2ncc(SCC(=O)O)s2)CC1. As a reaction SMILES: [CH2:36]1[O:37][CH2:38][CH2:39][CH2:40]1.[CH3:1][O:2][C:3]([CH2:4][S:5][c:6]1[cH:7][n:8][c:9]([NH:11][C:12](=[O:13])[N:14]([CH2:15][C:16]([CH3:17])([c:18]2[cH:19][cH:20][cH:21][cH:22][cH:23]2)[CH3:24])[CH:25]2[CH2:26][CH2:27][CH:28]([CH3:31])[CH2:29][CH2:30]2)[s:10]1)=[O:32].[Li+:34].[OH-:33].[OH2:35].[OH2:41]>>[O:2]=[C:3]([CH2:4][S:5][c:6]1[cH:7][n:8][c:9]([NH:11][C:12](=[O:13])[N:14]([CH2:15][C:16]([CH3:17])([c:18]2[cH:19][cH:20][cH:21][cH:22][cH:23]2)[CH3:24])[CH:25]2[CH2:26][CH2:27][CH:28]([CH3:31])[CH2:29][CH2:30]2)[s:10]1)[OH:32]. Reactants: carbobenzoxy, N([C@@H](CC(N)=O)C(=O)N[C@@H](CC1=CC=CC=C1)C(=O)NNC(=O)OC(C)(C)C)C(=O)OCC1=CC=CC=C1 (Z-Asn-Phe-NHNH-BOC). Reagents/catalysts: [Pd] (palladium-charcoal). Run in CO (methanol). Product: N[C@@H](CC(N)=O)C(=O)N[C@@H](CC1=CC=CC=C1)C(=O)NNC(=O)OC(C)(C)C (H-Asn-Phe-NH-NH-BOC). As a reaction SMILES: [NH:1](C(OCC1C=CC=CC=1)=O)[C@H:2]([C:7]([NH:9][C@H:10]([C:18]([NH:20][NH:21][C:22]([O:24][C:25]([CH3:28])([CH3:27])[CH3:26])=[O:23])=[O:19])[CH2:11][C:12]1[CH:17]=[CH:16][CH:15]=[CH:14][CH:13]=1)=[O:8])[CH2:3][C:4](=[O:6])[NH2:5]>CO.[Pd]>[NH2:1][C@H:2]([C:7]([NH:9][C@H:10]([C:18]([NH:20][NH:21][C:22]([O:24][C:25]([CH3:28])([CH3:27])[CH3:26])=[O:23])=[O:19])[CH2:11][C:12]1[CH:13]=[CH:14][CH:15]=[CH:16][CH:17]=1)=[O:8])[CH2:3][C:4](=[O:6])[NH2:5]. Procedure: 28.75 g of the carbobenzoxy compound of 25, dissolved in 1 liter of methanol, are hydrogenated at room temperature in the presence of 2.9 g of 10 % strength palladium-charcoal. After complete decarbobenzoxylation the catalyst is filtered off and the filtrate is evaporated to dryness. The product melts at 160°- 161°C. Rf = 0.15 in chloroform-methanol (8:2). Starting materials: O=C(Cl)Cc1cc(Br)ccc1I, CCOC(C)=O, CNC, CCOCC. Yields the product CN(C)C(=O)Cc1cc(Br)ccc1I. RXN SMILES: [Br:4][c:5]1[cH:6][cH:7][c:8]([I:15])[c:9]([CH2:11][C:12](=[O:13])[Cl:14])[cH:10]1.[CH3:16][CH2:17][O:18][C:19]([CH3:20])=[O:21].[CH3:1][NH:2][CH3:3].[CH3:22][CH2:23][O:24][CH2:25][CH3:26]>>[CH3:1][N:2]([CH3:3])[C:12]([CH2:11][c:9]1[c:8]([I:15])[cH:7][cH:6][c:5]([Br:4])[cH:10]1)=[O:13]. Reactants: [N+](=O)([O-])C=1C=C(C=CC1)C1=NN2C(SCC2)=C1C1=CC=NC=C1 (6-(3-Nitro-phenyl)-7-pyridin-4-yl-2,3-dihydro-pyrazolo[5,1-b]thiazole), Na2HPO4, O1CCOCC1.O (dioxane water), [Cl-].[NH4+] (ammonium chloride). Reagents/catalysts: [Zn] (Zinc). Run in O (water), C(C)(=O)OCC (ethyl acetate). Reaction conditions: temperature 100 celsius, time 2 hour. Product: N1=CC=C(C=C1)C=1C(=NN2C1SCC2)C=2C=C(C=CC2)N (3-(7-pyridin-4-yl-2,3-dihydro-pyrazolo[5,1-b]thiazol-6-yl)-phenylamine). Yield: 73.4%. Reaction SMILES: [N+:1]([C:4]1[CH:5]=[C:6]([C:10]2[C:17]([C:18]3[CH:23]=[CH:22][N:21]=[CH:20][CH:19]=3)=[C:13]3[S:14][CH2:15][CH2:16][N:12]3[N:11]=2)[CH:7]=[CH:8][CH:9]=1)([O-])=O.O1CCOCC1.O.[Cl-].[NH4+]>O.C(OCC)(=O)C.[Zn]>[N:21]1[CH:20]=[CH:19][C:18]([C:17]2[C:10]([C:6]3[CH:5]=[C:4]([NH2:1])[CH:9]=[CH:8][CH:7]=3)=[N:11][N:12]3[CH2:16][CH2:15][S:14][C:13]=23)=[CH:23][CH:22]=1 |f:1.2,3.4|. Reported procedure: 6-(3-Nitro-phenyl)-7-pyridin-4-yl-2,3-dihydro-pyrazolo[5,1-b]thiazole (150 mg, 0.463 mmol) was suspended in a 5:1 dioxane/water mixture (3 mL). Zinc powder (121 mg, 1.852 mmol, 4 eq) was added, followed by ammonium chloride (247 mg, 4.63 mmol, 10 eq) and the mixture was heated to 100° C. and stirred at the same temperature for 2 hours. The reaction mixture was then allowed to cool to room temperature and diluted with water and ethyl acetate. The aqueous phase was basified by adding solid Na2HPO4... Reactants: O=C([O-])[O-], [Cu], Fc1ccc(S)cc1, O=C(O)c1ccccc1I, [K+], [K+], O=[N+]([O-])c1ccccc1. Yields the product O=C(O)c1ccccc1Sc1ccc(F)cc1. RXN SMILES: [C:11](=[O:12])([O-:13])[O-:14].[Cu:34].[F:17][c:18]1[cH:19][cH:20][c:21]([SH:24])[cH:22][cH:23]1.[I:1][c:2]1[c:3]([C:4](=[O:5])[OH:6])[cH:7][cH:8][cH:9][cH:10]1.[K+:15].[K+:16].[O-:25][N+:26]([c:27]1[cH:28][cH:29][cH:30][cH:31][cH:32]1)=[O:33]>>[c:2]1([S:24][c:21]2[cH:20][cH:19][c:18]([F:17])[cH:23][cH:22]2)[c:3]([C:4](=[O:5])[OH:6])[cH:7][cH:8][cH:9][cH:10]1. Reactants: CCO, CN(C)c1ccccc1S(=O)c1nc2cc([N+](=O)[O-])ccc2[nH]1. Yields the product CN(C)c1ccccc1S(=O)c1nc2cc(N)ccc2[nH]1. As a reaction SMILES: [CH3:24][CH2:25][OH:26].[N+:1]([O-:2])(=[O:3])[c:4]1[cH:5][c:6]2[c:7]([nH:8][c:9]([S:11](=[O:12])[c:13]3[c:14]([N:19]([CH3:20])[CH3:21])[cH:15][cH:16][cH:17][cH:18]3)[n:10]2)[cH:22][cH:23]1>>[NH2:1][c:4]1[cH:5][c:6]2[c:7]([nH:8][c:9]([S:11](=[O:12])[c:13]3[c:14]([N:19]([CH3:20])[CH3:21])[cH:15][cH:16][cH:17][cH:18]3)[n:10]2)[cH:22][cH:23]1.